Dataset: the Open Reaction Database (ORD), a public repository of structured organic reaction records. Task: describe an organic reaction: reactants, conditions, products, and yield The reactants are C1(CCCCC1)C1=C(C=NC=2N1N=CC2C#N)C2=CC=C(C=C2)OCC2=CC(=CC=C2)C(F)(F)F (7-cyclohexyl-6-[4-(3-trifluoromethyl-benzyloxy)-phenyl]-pyrazolo[1,5-a]pyrimidine-3-carbonitrile), C1(CCCCC1)C1=C(C=NC=2N1N=CC2C2=NN=NN2)C2=CC=C(C=C2)OCC2=CC(=CC=C2)C(F)(F)F.N2N=NN=C2 (tetrazole 7-cyclohexyl-3-(1H-tetrazol-5-yl)-6-[4-(3-trifluoromethyl-benzyloxy)-phenyl]-pyrazolo[1,5-a]pyrimidine). Procedure: Conversion of 7-cyclohexyl-6-[4-(3-trifluoromethyl-benzyloxy)-phenyl]-pyrazolo[1,5-a]pyrimidine-3-carbonitrile to the corresponding tetrazole 7-cyclohexyl-3-(1H-tetrazol-5-yl)-6-[4-(3-trifluoromethyl-benzyloxy)-phenyl]-pyrazolo[1,5-a]pyrimidine (331) was accomplished via a procedure described elsewhere in this document. RXN SMILES: C1(C2N3N=CC(C#N)=C3N=CC=2C2C=CC(OCC3C=CC=C(C(F)(F)F)C=3)=CC=2)CCCCC1.[CH:36]1([C:42]2[N:47]3[N:48]=[CH:49][C:50]([C:51]4[NH:55][N:54]=[N:53][N:52]=4)=[C:46]3[N:45]=[CH:44][C:43]=2[C:56]2[CH:61]=[CH:60][C:59]([O:62][CH2:63][C:64]3[CH:69]=[CH:68][CH:67]=[C:66]([C:70]([F:73])([F:72])[F:71])[CH:65]=3)=[CH:58][CH:57]=2)[CH2:41][CH2:40][CH2:39][CH2:38][CH2:37]1.N1C=NN=N1>>[CH:36]1([C:42]2[N:47]3[N:48]=[CH:49][C:50]([C:51]4[NH:55][N:54]=[N:53][N:52]=4)=[C:46]3[N:45]=[CH:44][C:43]=2[C:56]2[CH:57]=[CH:58][C:59]([O:62][CH2:63][C:64]3[CH:69]=[CH:68][CH:67]=[C:66]([C:70]([F:73])([F:72])[F:71])[CH:65]=3)=[CH:60][CH:61]=2)[CH2:37][CH2:38][CH2:39][CH2:40][CH2:41]1 |f:1.2|. The product is C1(CCCCC1)C1=C(C=NC=2N1N=CC2C2=NN=NN2)C2=CC=C(C=C2)OCC2=CC(=CC=C2)C(F)(F)F (7-cyclohexyl-3-(1H-tetrazol-5-yl)-6-[4-(3-trifluoromethyl-benzyloxy)-phenyl]-pyrazolo[1,5-a]pyrimidine). The reactants are CC1=C(C(=CC=C1)C)NC(CBr)=O (N-(2,6-dimethylphenyl)-2-bromoacetamide), O(C1=CC=CC=C1)C1=CC=C(C=C1)C1CCNCC1 (4-(4-phenoxyphenyl)piperidine). Product: CC1=C(C(=CC=C1)C)NC(CN1CCC(CC1)C1=CC=C(C=C1)OC1=CC=CC=C1)=O (N-(2,6-dimethylphenyl)-4-(4-phenoxyphenyl)-1-piperidinacetamide). Reaction SMILES: [CH3:1][C:2]1[CH:7]=[CH:6][CH:5]=[C:4]([CH3:8])[C:3]=1[NH:9][C:10](=[O:13])[CH2:11]Br.[O:14]([C:21]1[CH:26]=[CH:25][C:24]([CH:27]2[CH2:32][CH2:31][NH:30][CH2:29][CH2:28]2)=[CH:23][CH:22]=1)[C:15]1[CH:20]=[CH:19][CH:18]=[CH:17][CH:16]=1>>[CH3:1][C:2]1[CH:7]=[CH:6][CH:5]=[C:4]([CH3:8])[C:3]=1[NH:9][C:10](=[O:13])[CH2:11][N:30]1[CH2:31][CH2:32][CH:27]([C:24]2[CH:25]=[CH:26][C:21]([O:14][C:15]3[CH:20]=[CH:19][CH:18]=[CH:17][CH:16]=3)=[CH:22][CH:23]=2)[CH2:28][CH2:29]1. Procedure: The compound (18) synthesized in Reference Example 18 and the compound (4) synthesized in Reference Example 4 were used to produce the above compound in the same way as Example 1. The reactants are IC1=CC(=C(C=C1)C)OC(F)F (4-iodo-2-difluoromethoxy-toluene), FC(C=1C=CC(=NC1)CCN)(F)F (2-(5-trifluoromethyl-pyridin-2-yl)-ethylamine). Product: FC(OC=1C=C(C=CC1C)NCCC1=NC=C(C=C1)C(F)(F)F)F ((3-difluoromethoxy-4-methyl-phenyl)-[2-(5-trifluoromethyl-pyridin-2-yl)-ethyl]-amine). As a reaction SMILES: I[C:2]1[CH:7]=[CH:6][C:5]([CH3:8])=[C:4]([O:9][CH:10]([F:12])[F:11])[CH:3]=1.[F:13][C:14]([F:25])([F:24])[C:15]1[CH:16]=[CH:17][C:18]([CH2:21][CH2:22][NH2:23])=[N:19][CH:20]=1>>[F:11][CH:10]([F:12])[O:9][C:4]1[CH:3]=[C:2]([NH:23][CH2:22][CH2:21][C:18]2[CH:17]=[CH:16][C:15]([C:14]([F:25])([F:13])[F:24])=[CH:20][N:19]=2)[CH:7]=[CH:6][C:5]=1[CH3:8]. Procedure: In analogy to the procedure described for the synthesis example 71 (step 1), the title compound (3-difluoromethoxy-4-methyl-phenyl)-[2-(5-trifluoromethyl-pyridin-2-yl)-ethyl]-amine (MS m/e: 347.1 [M+H]+) was prepared from 4-iodo-2-difluoromethoxy-toluene instead of 6-bromo-2,3-dihydro-benzofuran and 2-(5-trifluoromethyl-pyridin-2-yl)-ethylamine instead of 2-(6-trifluoromethyl-pyridin-3-yl)-ethylamine. Starting materials: 1.1, NC1=NN(C2=CC=C(C=C12)N)C(=O)OC(C)(C)C (tert-butyl 3,5-diaminoindazole-1-carboxylate), N(=C=O)CC1=CC(=CC=C1)OC (1-isocyanatomethyl-3-methoxybenzene). Run in ClCCl (dichloromethane). Product: C(C)(C)(C)OC(=O)N1N=C(C2=CC(=CC=C12)NC(=O)NCC1=CC(=CC=C1)OC)N (tert-butyl-3-amino-5-[3-(3-methoxybenzyl)ureido]indazole-1-carboxylate). Isolated yield 69.2%. RXN SMILES: [NH2:1][C:2]1[C:10]2[C:5](=[CH:6][CH:7]=[C:8]([NH2:11])[CH:9]=2)[N:4]([C:12]([O:14][C:15]([CH3:18])([CH3:17])[CH3:16])=[O:13])[N:3]=1.[N:19]([CH2:22][C:23]1[CH:28]=[CH:27][CH:26]=[C:25]([O:29][CH3:30])[CH:24]=1)=[C:20]=[O:21]>ClCCl>[C:15]([O:14][C:12]([N:4]1[C:5]2[C:10](=[CH:9][C:8]([NH:11][C:20]([NH:19][CH2:22][C:23]3[CH:28]=[CH:27][CH:26]=[C:25]([O:29][CH3:30])[CH:24]=3)=[O:21])=[CH:7][CH:6]=2)[C:2]([NH2:1])=[N:3]1)=[O:13])([CH3:18])([CH3:17])[CH3:16]. Reported procedure: 1.1 3.3 g of tert-butyl 3,5-diaminoindazole-1-carboxylate (13.3 mmol) and 2.0 g of 1-isocyanatomethyl-3-methoxybenzene (12.3 mmol) are stirred at RT for 24 hours in 40 ml of dichloromethane. The reaction mixture is washed with water, the organic phase is separated off, dried and evaporated. Purification of the residue by column chromatography (eluent ethyl acetate) gives 3.5 g of tert-butyl-3-amino-5-[3-(3-methoxybenzyl)ureido]indazole-1-carboxylate (64%); MS-FAB (M+H+)=412.